Dataset: the Open Reaction Database (ORD), a public repository of structured organic reaction records. Task: describe an organic reaction: reactants, conditions, products, and yield Starting materials: O=C([O-])[O-], CC(C)(C)OC(=O)NCC(c1ccc(Cl)cc1)c1nsc2cc(B3OC(C)(C)C(C)(C)O3)ccc12, CC1CC(OC(=O)c2ccc([N+](=O)[O-])cc2)c2ncnc(Cl)c21, [Na+], [Na+], CN(C)C=O. Product: CC1CC(OC(=O)c2ccc([N+](=O)[O-])cc2)c2ncnc(-c3ccc4c(C(CNC(=O)OC(C)(C)C)c5ccc(Cl)cc5)nsc4c3)c21. As a reaction SMILES: [C:1](=[O:2])([O-:3])[O-:4].[Cl:7][c:8]1[cH:9][cH:10][c:11]([CH:14]([CH2:15][NH:16][C:17]([O:18][C:19]([CH3:20])([CH3:21])[CH3:22])=[O:23])[c:24]2[n:25][s:26][c:27]3[c:28]2[cH:29][cH:30][c:31]([B:33]2[O:34][C:35]([CH3:36])([CH3:37])[C:38]([CH3:39])([CH3:40])[O:41]2)[cH:32]3)[cH:12][cH:13]1.[N+:42](=[O:43])([O-:44])[c:45]1[cH:46][cH:47][c:48]([C:49](=[O:50])[O:51][CH:52]2[CH2:53][CH:54]([CH3:62])[c:55]3[c:56]2[n:57][cH:58][n:59][c:60]3[Cl:61])[cH:63][cH:64]1.[Na+:5].[Na+:6].[O:65]=[CH:66][N:67]([CH3:68])[CH3:69]>>[Cl:7][c:8]1[cH:9][cH:10][c:11]([CH:14]([CH2:15][NH:16][C:17]([O:18][C:19]([CH3:20])([CH3:21])[CH3:22])=[O:23])[c:24]2[n:25][s:26][c:27]3[c:28]2[cH:29][cH:30][c:31](-[c:60]2[c:55]4[c:56]([n:57][cH:58][n:59]2)[CH:52]([O:51][C:49]([c:48]2[cH:47][cH:46][c:45]([N+:42](=[O:43])[O-:44])[cH:64][cH:63]2)=[O:50])[CH2:53][CH:54]4[CH3:62])[cH:32]3)[cH:12][cH:13]1. Starting materials: COC=1C=C(C=O)C(=CC1OC)OC (3,4,6-trimethoxybenzaldehyde), Cl (HCl), [Cl-].[Al+3].[Cl-].[Cl-] (aluminium chloride), O (water). The solvent is ClCCl (dichloromethane), ClCCl (dichloromethane). Reaction conditions: temperature 0 celsius. The product is COC=1C=C(C=O)C(=CC1OC)O (3,4-Dimethoxy-6-hydroxy-benzaldehyde). The yield is 89.1%. Reaction SMILES: [Cl-].[Al+3].[Cl-].[Cl-].[CH3:5][O:6][C:7]1[CH:8]=[C:9]([C:12]([O:17]C)=[CH:13][C:14]=1[O:15][CH3:16])[CH:10]=[O:11].O.Cl>ClCCl>[CH3:5][O:6][C:7]1[CH:8]=[C:9]([C:12]([OH:17])=[CH:13][C:14]=1[O:15][CH3:16])[CH:10]=[O:11] |f:0.1.2.3|. Procedure: In a three-necked flask, disperse 40.8 g of aluminium chloride in 200 ml of dichloromethane with stirring. Cool the solution to 0° C. Pour in dropwise a solution of 20 g (0.101 mol) of 3,4,6-trimethoxybenzaldehyde dissolved in 100 ml of dichloromethane. Allow the temperature to rise again to 19° C. and stir for 45 min. Hydrolyse the reaction mixture with 400 g of water and ice and then add 100 ml of 1N HCl and stir for 30 minutes. Allow to separate and then extract with 200 ml of dichloromethane... Reactants: BrCC(=O)OCC (ethyl bromoacetate), [K+].[Br-] (KBr), FC1=CC=2C(C3=CC(=CC=C3C2C=C1)F)S(=O)(=O)N (2,7-Difluorofluorene-9-sulfonamide), [H-].[Na+] (sodium hydride). Run in CN(C=O)C (dimethylformamide), O (water). Conditions: time 15 minute. Yields the product C(C)OC(CC1(C2=CC(=CC=C2C=2C=CC(=CC12)F)F)S(=O)(=O)N)=O (9-(Aminosulfonyl)-2.7-difluorofluorene-9-acetic acid ethyl ester). Reaction SMILES: [F:1][C:2]1[CH:14]=[CH:13][C:12]2[C:11]3[C:6](=[CH:7][C:8]([F:15])=[CH:9][CH:10]=3)[CH:5]([S:16]([NH2:19])(=[O:18])=[O:17])[C:4]=2[CH:3]=1.[H-].[Na+].Br[CH2:23][C:24]([O:26][CH2:27][CH3:28])=[O:25].[K+].[Br-]>CN(C)C=O.O>[CH2:27]([O:26][C:24](=[O:25])[CH2:23][C:5]1([S:16]([NH2:19])(=[O:17])=[O:18])[C:6]2[CH:7]=[C:8]([F:15])[CH:9]=[CH:10][C:11]=2[C:12]2[C:4]1=[CH:3][C:2]([F:1])=[CH:14][CH:13]=2)[CH3:28] |f:1.2,4.5|. Procedure: Under nitrogen, (26) (2.4 g, 8.5 mmoL) was added portionwise to a stirred suspension of sodium hydride (427 mg of a 60% dispersion in mineral oil, 1.25 eq) in dry dimethylformamide (60 mL , from CaH2). After 15 min, ethyl bromoacetate (1.8 g, 10.0 mmoL, 1.25 eq) was added and the mixture was stirred for an additional hour before it was diluted with water (200 mL) and extracted with ethyl acetate (3×100 mL). The combined organic extracts were washed with brine (3×200 mL), dried (MgSO4), and conce... Reactants: ClC1=NC=CC(=N1)C1=C(N=C(S1)C(C)C)C=1C=C(C=CC1)NS(=O)(=O)C1=C(C=CC=C1F)F (N-{3-[5-(2-Chloro-4-pyrimidinyl)-2-(1-methylethyl)-1,3-thiazol-4-yl]phenyl}-2,6-difluorobenzenesulfonamide), ClC1=NC=CC(=N1)C1=C(N=C(S1)N1CCOCC1)C=1C(=C(N)C=CC1F)F (3-[5-(2-chloro-4-pyrimidinyl)-2-(4-morpholinyl)-1,3-thiazol-4-yl]-2,4-difluoroaniline), FC1=C(C(=CC=C1)F)S(=O)(=O)Cl (2,6-difluorobenzenesulfonyl chloride). Yields the product ClC1=NC=CC(=N1)C1=C(N=C(S1)N1CCOCC1)C=1C(=C(C=CC1F)NS(=O)(=O)C1=C(C=CC=C1F)F)F (N-{3-[5-(2-Chloro-4-pyrimidinyl)-2-(4-morpholinyl)-1,3-thiazol-4-yl]-2,4-difluorophenyl}-2,6-difluorobenzenesulfonamide). Reaction SMILES: ClC1N=C(C2SC(C(C)C)=NC=2C2C=C(N[S:23]([C:26]3[C:31]([F:32])=[CH:30][CH:29]=[CH:28][C:27]=3[F:33])(=[O:25])=[O:24])C=CC=2)C=CN=1.[Cl:34][C:35]1[N:40]=[C:39]([C:41]2[S:45][C:44]([N:46]3[CH2:51][CH2:50][O:49][CH2:48][CH2:47]3)=[N:43][C:42]=2[C:52]2[C:53]([F:60])=[C:54]([CH:56]=[CH:57][C:58]=2[F:59])[NH2:55])[CH:38]=[CH:37][N:36]=1.FC1C=CC=C(F)C=1S(Cl)(=O)=O>>[Cl:34][C:35]1[N:40]=[C:39]([C:41]2[S:45][C:44]([N:46]3[CH2:47][CH2:48][O:49][CH2:50][CH2:51]3)=[N:43][C:42]=2[C:52]2[C:53]([F:60])=[C:54]([NH:55][S:23]([C:26]3[C:31]([F:32])=[CH:30][CH:29]=[CH:28][C:27]=3[F:33])(=[O:25])=[O:24])[CH:56]=[CH:57][C:58]=2[F:59])[CH:38]=[CH:37][N:36]=1. Reported procedure: Following a procedure analogous to the procedure described in Intermediate 14 using 3-[5-(2-chloro-4-pyrimidinyl)-2-(4-morpholinyl)-1,3-thiazol-4-yl]-2,4-difluoroaniline (900 mg, 2.196 mmol) and 2,6-difluorobenzenesulfonyl chloride (0.357 mL, 2.64 mmol) the title compound of Step A was obtained as a light yellow solid (857 mg, 66% yield). 1H NMR (400 MHz, DMSO-d6) δ ppm 10.89 (s, 1H), 8.40 (d, J=5.5 Hz, 1H), 7.64-7.72 (m, 1H), 7.49-7.56 (m, 1H), 7.21-7.32 (m, 3H), 6.55 (d, J=5.3 Hz, 1H), 3.70-3.... The reactants are [Al+3], CCOC(C)=O, [H-], [H-], [H-], [H-], [Li+], [Na+], C1CCOC1, [OH-], CCCCCCCCCCCCCCOc1ccc(C(=O)Nc2ccccc2)cc1. Product: CCCCCCCCCCCCCCOc1ccc(CNc2ccccc2)cc1. Reaction SMILES: [Al+3:32].[CH3:37][CH2:38][O:39][C:40](=[O:41])[CH3:42].[H-:31].[H-:34].[H-:35].[H-:36].[Li+:33].[Na+:44].[O:45]1[CH2:46][CH2:47][CH2:48][CH2:49]1.[OH-:43].[c:1]1([NH:7][C:8]([c:9]2[cH:10][cH:11][c:12]([O:15][CH2:16][CH2:17][CH2:18][CH2:19][CH2:20][CH2:21][CH2:22][CH2:23][CH2:24][CH2:25][CH2:26][CH2:27][CH2:28][CH3:29])[cH:13][cH:14]2)=[O:30])[cH:2][cH:3][cH:4][cH:5][cH:6]1>>[c:1]1([NH:7][CH2:8][c:9]2[cH:10][cH:11][c:12]([O:15][CH2:16][CH2:17][CH2:18][CH2:19][CH2:20][CH2:21][CH2:22][CH2:23][CH2:24][CH2:25][CH2:26][CH2:27][CH2:28][CH3:29])[cH:13][cH:14]2)[cH:2][cH:3][cH:4][cH:5][cH:6]1. Reactants: Cl.Cl.OC(=CC(=O)N1CCCCC1)C=1C=NC=CC1 (1-(3-hydroxy-1-oxo-3-(3-pyridinyl)-2-propenyl)piperidine dihydrochloride), BrCCC1=CC=CC2=CC=CC=C12 (1-(2-bromoethyl)naphthalene), C(C)(C)N(CC)C(C)C (diisopropylethylamine). Conditions: temperature 60 celsius. Yields the product OC(=CC(=O)N1CCCCC1)C=1C=NC=CC1 (1-(3-hydroxy-1-oxo-3-(3-pyridinyl)-2-propenyl)piperidine). As a reaction SMILES: Cl.Cl.[OH:3][C:4]([C:14]1[CH:15]=[N:16][CH:17]=[CH:18][CH:19]=1)=[CH:5][C:6]([N:8]1[CH2:13][CH2:12][CH2:11][CH2:10][CH2:9]1)=[O:7].BrCCC1C2C(=CC=CC=2)C=CC=1.C(N(C(C)C)CC)(C)C>>[OH:3][C:4]([C:14]1[CH:15]=[N:16][CH:17]=[CH:18][CH:19]=1)=[CH:5][C:6]([N:8]1[CH2:13][CH2:12][CH2:11][CH2:10][CH2:9]1)=[O:7] |f:0.1.2|. Reported procedure: To 10 mL round bottomed flask with a stirring bar and an argon inlet was added 4-(1-(3-hydroxy-1-oxo-3-(3-pyridinyl)-2-propenyl)piperidine dihydrochloride (400mg, 1.31 mmol), 1-(2-bromoethyl)naphthalene (616 mg, 2.62 mmol) dry DMF (5 mL), and diisopropylethylamine (1.74 mL, 10 mmol). This mixture was heated at 60° C. for 24 h. The DMF was removed in vacuo and the residue was dissolved in EtOAc. This solution was washed with saturated aqueous NaHCO3, H2O and brine. Drying (Na2SO4), filtration and... The solvent is O (water). Conditions: time 8 hour. Starting materials: ClC1=CC=C(C=C1)C1(CC1)C(=O)O (1-(4-chlorophenyl)cyclopropanecarboxylic acid), COC1=CC=C(C=C1)CCN (2-(4-methoxyphenyl)ethanamine), 4-N,N-Dimethylaminopyridin, Cl.C(C)N=C=NCCCN(C)C (N-ethyl-N′-(3-Dimethylaminopropyl)-carbodiimid hydrochloride). Procedure: A solution of 1-(4-chlorophenyl)cyclopropanecarboxylic acid (5.0 g, 25.3 mmol), 2-(4-methoxyphenyl)ethanamine (4.2 g, 28 mmol) and 4-N,N-Dimethylaminopyridin (3.3 g; 28 mmol) in methylenehloride (200 ml) was cooled to −10° C. N-ethyl-N′-(3-Dimethylaminopropyl)-carbodiimid hydrochloride (EDC, 5.3 g, 28 mmol) was added in several portions and the resulting mixture stirred overnight. The reaction mixture was poured into water and consecutively extracted with water, 2N NaOH and 1N HCl. Evaporation o... Reaction SMILES: [Cl:1][C:2]1[CH:7]=[CH:6][C:5]([C:8]2([C:11]([OH:13])=O)[CH2:10][CH2:9]2)=[CH:4][CH:3]=1.[CH3:14][O:15][C:16]1[CH:21]=[CH:20][C:19]([CH2:22][CH2:23][NH2:24])=[CH:18][CH:17]=1.Cl.C(N=C=NCCCN(C)C)C>O>[Cl:1][C:2]1[CH:3]=[CH:4][C:5]([C:8]2([C:11]([NH:24][CH2:23][CH2:22][C:19]3[CH:20]=[CH:21][C:16]([O:15][CH3:14])=[CH:17][CH:18]=3)=[O:13])[CH2:9][CH2:10]2)=[CH:6][CH:7]=1 |f:2.3|. The product is ClC1=CC=C(C=C1)C1(CC1)C(=O)NCCC1=CC=C(C=C1)OC (1-(4-chlorophenyl)-N-[2-(4-methoxyphenyl)ethyl]cyclopropanecarboxamide). Reactants: C(C1=CC=CC=C1)N(CC(C(=O)OCC)(F)F)CC1=CC=CC=C1 (ethyl 3-(dibenzylamino)-2,2-difluoropropanoate), CC(C)C[AlH]CC(C)C (DIBAL-H). The solvent is C1CCOC1 (THF). Reaction conditions: time 18 hour. Yields the product C(C1=CC=CC=C1)N(CC(CO)(F)F)CC1=CC=CC=C1 (3-(dibenzylamino)-2,2-difluoropropan-1-ol). Isolated yield 79.4%. RXN SMILES: [CH2:1]([N:8]([CH2:18][C:19]1[CH:24]=[CH:23][CH:22]=[CH:21][CH:20]=1)[CH2:9][C:10]([F:17])([F:16])[C:11](OCC)=[O:12])[C:2]1[CH:7]=[CH:6][CH:5]=[CH:4][CH:3]=1.CC(C[AlH]CC(C)C)C>C1COCC1>[CH2:18]([N:8]([CH2:1][C:2]1[CH:7]=[CH:6][CH:5]=[CH:4][CH:3]=1)[CH2:9][C:10]([F:17])([F:16])[CH2:11][OH:12])[C:19]1[CH:20]=[CH:21][CH:22]=[CH:23][CH:24]=1. Procedure details: At −78° C. to a solution of ethyl 3-(dibenzylamino)-2,2-difluoropropanoate (1.19 g, 3.5 mmol) in THF (20 mL) was added DIBAL-H (15 mL, 1.0 M in hexane, 15 mmol) dropwise. The temperature was maintained at below −70° C. during the addition. After the addition, the acetone-dry ice bath was removed and the reaction mixture was allowed to warm up to room temperature and stirred for 18 h. Celite was added to the reaction mixture, followed by the slow addition of H2O (5 mL), 2 N NaOH (5 mL) and H2O (5...